Dataset: the Open Reaction Database (ORD), a public repository of structured organic reaction records. Task: describe an organic reaction: reactants, conditions, products, and yield Reactants: CCCCCC(C)CC(COS(=O)(=O)c1ccc(C)cc1)CC(=O)OC(C)(C)C, CS(C)=O, CCOC(C)=O, [N-]=[N+]=[N-], [Na+]. Yields the product CCCCCC(C)CC(CN=[N+]=[N-])CC(=O)OC(C)(C)C. As a reaction SMILES: [C:1]([CH3:2])([CH3:3])([CH3:4])[O:5][C:6]([CH2:7][CH:8]([CH2:9][CH:10]([CH2:11][CH2:12][CH2:13][CH2:14][CH3:15])[CH3:16])[CH2:17][O:18][S:19]([c:20]1[cH:21][cH:22][c:23]([CH3:24])[cH:25][cH:26]1)(=[O:27])=[O:28])=[O:29].[CH3:34][S:35]([CH3:36])=[O:37].[CH3:38][CH2:39][O:40][C:41]([CH3:42])=[O:43].[N-:31]=[N+:32]=[N-:33].[Na+:30]>>[C:1]([CH3:2])([CH3:3])([CH3:4])[O:5][C:6]([CH2:7][CH:8]([CH2:9][CH:10]([CH2:11][CH2:12][CH2:13][CH2:14][CH3:15])[CH3:16])[CH2:17][N:31]=[N+:32]=[N-:33])=[O:29]. Reported procedure: Prepared by Procedure P and Scheme AB using 1-isocyanato-4-phenoxybenzene and N-(3-{1-[(3S)-3-amino-3-phenylpropyl]-4-piperidinyl}phenyl)-2-methylpropanamide: ESMS m/e: 591.3 (M+H)+. The product is CC(C(=O)NC1=CC(=CC=C1)C1CCN(CC1)CC[C@@H](C1=CC=CC=C1)NC(=O)NC1=CC=C(C=C1)OC1=CC=CC=C1)C (2-METHYL-N-{3-[1-((3S)-3-{[(4-PHENOXYANILINO)CARBONYL]AMINO}-3-PHENYLPROPYL)-4-PIPERIDINYL]PHENYL}PROPANAMIDE). Reactants: N(=C=O)C1=CC=C(C=C1)OC1=CC=CC=C1 (1-isocyanato-4-phenoxybenzene), N[C@@H](CCN1CCC(CC1)C=1C=C(C=CC1)NC(C(C)C)=O)C1=CC=CC=C1 (N-(3-{1-[(3S)-3-amino-3-phenylpropyl]-4-piperidinyl}phenyl)-2-methylpropanamide). Reaction SMILES: [N:1]([C:4]1[CH:9]=[CH:8][C:7]([O:10][C:11]2[CH:16]=[CH:15][CH:14]=[CH:13][CH:12]=2)=[CH:6][CH:5]=1)=[C:2]=[O:3].[NH2:17][C@H:18]([C:39]1[CH:44]=[CH:43][CH:42]=[CH:41][CH:40]=1)[CH2:19][CH2:20][N:21]1[CH2:26][CH2:25][CH:24]([C:27]2[CH:28]=[C:29]([NH:33][C:34](=[O:38])[CH:35]([CH3:37])[CH3:36])[CH:30]=[CH:31][CH:32]=2)[CH2:23][CH2:22]1>>[CH3:36][CH:35]([CH3:37])[C:34]([NH:33][C:29]1[CH:30]=[CH:31][CH:32]=[C:27]([CH:24]2[CH2:23][CH2:22][N:21]([CH2:20][CH2:19][C@H:18]([NH:17][C:2]([NH:1][C:4]3[CH:9]=[CH:8][C:7]([O:10][C:11]4[CH:12]=[CH:13][CH:14]=[CH:15][CH:16]=4)=[CH:6][CH:5]=3)=[O:3])[C:39]3[CH:40]=[CH:41][CH:42]=[CH:43][CH:44]=3)[CH2:26][CH2:25]2)[CH:28]=1)=[O:38]. The solvent is N1=CC=CC=C1 (pyridine). Reaction conditions: time 2 hour. Product: C(C)OC(CNC(=O)NC1=CC(=C(C=C1)C)C(C1=C(C=C(C=C1)NC1=C(C=C(C=C1)F)F)Cl)=O)=O ((3-{3-[2-Chloro-4-(2,4-difluoro-phenylamino)-benzoyl]-4-methyl-phenyl}-ureido)-acetic acid ethyl ester). The reactants are N(=C=O)CC(=O)OCC (ethyl isocyanatoacetate), NC=1C=CC(=C(C1)C(=O)C1=C(C=C(C=C1)NC1=C(C=C(C=C1)F)F)Cl)C ((5-Amino-2-methyl-phenyl)-[2-chloro-4-(2,4-difluoro-phenylamino)-phenyl]-methanone), compound 259. Procedure details: Compound 494 (0.047 g, 0.13 mmol) was dissolved in pyridine (0.3 mL) and ethyl isocyanatoacetate (0.022 mL, 0.19 mmol) was added. The solution was stirred at room temperature for 2 h. Work up as described in the preparation of compound 259. The crude product was purified by flash chromatography using EtOAc/petroleum ether (40-60) 1:1 as the eluent. This afforded the title compound as a slightly coloured solid. 13C NMR (DMSO-d6) δ 195.2, 170.7, 158.7 (dd), 155.7 (dd), 155.0, 149.0, 139.0, 137.8, ... Reaction SMILES: [NH2:1][C:2]1[CH:3]=[CH:4][C:5]([CH3:26])=[C:6]([C:8]([C:10]2[CH:15]=[CH:14][C:13]([NH:16][C:17]3[CH:22]=[CH:21][C:20]([F:23])=[CH:19][C:18]=3[F:24])=[CH:12][C:11]=2[Cl:25])=[O:9])[CH:7]=1.[N:27]([CH2:30][C:31]([O:33][CH2:34][CH3:35])=[O:32])=[C:28]=[O:29]>N1C=CC=CC=1>[CH2:34]([O:33][C:31](=[O:32])[CH2:30][NH:27][C:28]([NH:1][C:2]1[CH:3]=[CH:4][C:5]([CH3:26])=[C:6]([C:8](=[O:9])[C:10]2[CH:15]=[CH:14][C:13]([NH:16][C:17]3[CH:22]=[CH:21][C:20]([F:23])=[CH:19][C:18]=3[F:24])=[CH:12][C:11]=2[Cl:25])[CH:7]=1)=[O:29])[CH3:35]. Starting materials: O=Cc1ccc(Cl)cc1Cl, N#CCC#N. Yields the product N#CC(C#N)=Cc1ccc(Cl)cc1Cl. As a reaction SMILES: [Cl:6][c:7]1[c:8]([CH:9]=[O:10])[cH:11][cH:12][c:13]([Cl:15])[cH:14]1.[N:1]#[C:2][CH2:3][C:4]#[N:5]>>[N:1]#[C:2][C:3]([C:4]#[N:5])=[CH:9][c:8]1[c:7]([Cl:6])[cH:14][c:13]([Cl:15])[cH:12][cH:11]1.